This data is from the Open Reaction Database (ORD), a public repository of structured organic reaction records. The task is: describe an organic reaction: reactants, conditions, products, and yield Starting materials: CC(=O)[O-], CC(=O)O, C[N+](=O)[O-], [NH4+], O=Cc1ccc2c(c1)OCCO2, O. Yields the product O=[N+]([O-])C=Cc1ccc2c(c1)OCCO2. RXN SMILES: [CH3:18][C:19](=[O:20])[O-:21].[CH3:23][C:24](=[O:25])[OH:26].[N+:13](=[O:14])([O-:15])[CH3:16].[NH4+:17].[O:1]1[CH2:2][CH2:3][O:4][c:5]2[c:6]1[cH:7][cH:8][c:9]([CH:11]=[O:12])[cH:10]2.[OH2:22]>>[O:1]1[CH2:2][CH2:3][O:4][c:5]2[c:6]1[cH:7][cH:8][c:9]([CH:11]=[CH:16][N+:13](=[O:14])[O-:15])[cH:10]2. The reactants are CC(=O)c1cc(C#N)c(=O)[nH]c1C, Cl. Yields the product CC(=O)c1ccc(=O)[nH]c1C. As a reaction SMILES: [C:1]([CH3:2])(=[O:3])[c:4]1[cH:5][c:6]([C:12]#[N:13])[c:7](=[O:11])[nH:8][c:9]1[CH3:10].[ClH:14]>>[C:1]([CH3:2])(=[O:3])[c:4]1[cH:5][cH:6][c:7](=[O:11])[nH:8][c:9]1[CH3:10].